From a dataset of the Open Reaction Database (ORD), a public repository of structured organic reaction records. describe an organic reaction: reactants, conditions, products, and yield Reactants: CC(C)(C)NS(=O)(=O)c1cccc(-c2cccc(-c3nc(-c4ccc(C(F)(F)F)c(OCC(F)(F)F)c4)cc(C(F)(F)F)n3)c2)c1, ClCCl, O=C(O)C(F)(F)F. The product is NS(=O)(=O)c1cccc(-c2cccc(-c3nc(-c4ccc(C(F)(F)F)c(OCC(F)(F)F)c4)cc(C(F)(F)F)n3)c2)c1. RXN SMILES: [C:1]([CH3:2])([CH3:3])([CH3:4])[NH:5][S:6](=[O:7])(=[O:8])[c:9]1[cH:10][c:11](-[c:15]2[cH:16][c:17](-[c:21]3[n:22][c:23]([C:43]([F:44])([F:45])[F:46])[cH:24][c:25](-[c:27]4[cH:28][c:29]([O:37][CH2:38][C:39]([F:40])([F:41])[F:42])[c:30]([C:33]([F:34])([F:35])[F:36])[cH:31][cH:32]4)[n:26]3)[cH:18][cH:19][cH:20]2)[cH:12][cH:13][cH:14]1.[Cl:54][CH2:55][Cl:56].[F:47][C:48]([F:49])([F:50])[C:51]([OH:52])=[O:53]>>[NH2:5][S:6](=[O:7])(=[O:8])[c:9]1[cH:10][c:11](-[c:15]2[cH:16][c:17](-[c:21]3[n:22][c:23]([C:43]([F:44])([F:45])[F:46])[cH:24][c:25](-[c:27]4[cH:28][c:29]([O:37][CH2:38][C:39]([F:40])([F:41])[F:42])[c:30]([C:33]([F:34])([F:35])[F:36])[cH:31][cH:32]4)[n:26]3)[cH:18][cH:19][cH:20]2)[cH:12][cH:13][cH:14]1. Starting materials: O=C([O-])[O-], CS(C)=O, Clc1ncccc1-c1ccncc1, [Cs+], [Cs+], Nc1ccc(O)cc1, O. The product is Nc1ccc(Oc2ncccc2-c2ccncc2)cc1. As a reaction SMILES: [C:22](=[O:23])([O-:24])[O-:25].[CH3:28][S:29]([CH3:30])=[O:31].[Cl:1][c:2]1[n:3][cH:4][cH:5][cH:6][c:7]1-[c:8]1[cH:9][cH:10][n:11][cH:12][cH:13]1.[Cs+:26].[Cs+:27].[NH2:14][c:15]1[cH:16][cH:17][c:18]([OH:19])[cH:20][cH:21]1.[OH2:32]>>[c:2]1([O:19][c:18]2[cH:17][cH:16][c:15]([NH2:14])[cH:21][cH:20]2)[n:3][cH:4][cH:5][cH:6][c:7]1-[c:8]1[cH:9][cH:10][n:11][cH:12][cH:13]1. Starting materials: FC(C(C(=O)O)(F)F)(F)F (Pentafluoropropionic acid), CC(C)(C)[O-].[K+] (KOtBu). Solvent: CCOCC (ether). Run at time 4 hour. Yields the product FC(C(=O)[O-])(C(F)(F)F)F.[K+] (potassium 2,2,3,3,3-pentafluoropropanoate). As a reaction SMILES: [F:1][C:2]([F:10])([F:9])[C:3]([F:8])([F:7])[C:4]([OH:6])=[O:5].CC([O-])(C)C.[K+:16]>CCOCC>[F:7][C:3]([F:8])([C:2]([F:10])([F:9])[F:1])[C:4]([O-:6])=[O:5].[K+:16] |f:1.2,4.5|. Procedure: Pentafluoropropionic acid (20.5 g, 183 mmol) was slowly added to a solution of KOtBu (29.9 g, 183 mmol) in ether (400 mL) at 0° C. After 30 minutes the ice bath was removed. After stirring at room temperature for 4 hours the suspension was filtered and the cake was washed with ether (200 mL). The fine white solid was placed under vacuum for 16 hours prior to use. The reactants are [Cl-].[NH4+] (ammonium chloride), C(C)OC(N1C=NC=C1)OCC (N-diethoxymethylimidazole), CC1=C(OCC2=C(C(=O)N3CCCC3)C=CC=C2)C=CC=C1 (N-[2-(2-methylphenoxymethyl)-benzoyl]-pyrrolidine), C(CCC)[Li] (n-butyllithium). Run in CO (methanol), O1CCCC1 (tetrahydrofuran). Conditions: temperature -60 celsius, time 1 hour. Product: CC1=C(OCC2=C(C(=O)C=3NC=CN3)C=CC=C2)C=CC=C1 (2[2-(2-methylphenoxymethyl)-benzoyl]-imidazole). Isolated yield 63.9%. As a reaction SMILES: C(OC(OCC)[N:5]1[CH:9]=[CH:8][N:7]=[CH:6]1)C.C([Li])CCC.[CH3:18][C:19]1[CH:39]=[CH:38][CH:37]=[CH:36][C:20]=1[O:21][CH2:22][C:23]1[CH:35]=[CH:34][CH:33]=[CH:32][C:24]=1[C:25](N1CCCC1)=[O:26].[Cl-].[NH4+]>O1CCCC1.CO>[CH3:18][C:19]1[CH:39]=[CH:38][CH:37]=[CH:36][C:20]=1[O:21][CH2:22][C:23]1[CH:35]=[CH:34][CH:33]=[CH:32][C:24]=1[C:25]([C:6]1[NH:5][CH:9]=[CH:8][N:7]=1)=[O:26] |f:3.4|. Procedure details: At −40° C., 6.9 g (0.0405 mol) of N-diethoxymethylimidazole (J. Org. Chem. Vol. 45, No. 20, 1980, page 4040) in 40 ml of tetrahydrofuran are mixed with 11.3 g (0.0405 mol) of 23% pure n-butyllithium, and the mixture is stirred at −60° C. for one hour. At −40° C., 6 g (0.0203 mol) of N-[2-(2-methylphenoxymethyl)-benzoyl]-pyrrolidine are added, and the mixture is stirred for 30 minutes without any further cooling, on which the reaction mixture warms to 20° C. 5 g of ammonium chloride and 50 ml of ... The reactants are C(#N)[BH3-].[Na+] (sodium cyanoborohydride), NC=1C(=C(C(=O)OC)C=C(C1)Cl)C (methyl 3-amino-5-chloro-2-methylbenzoate), O1CCC(CC1)=O (tetrahydropyran-4-one), C(C)(=O)O (acetic acid). Procedure: To a stirred solution of methyl 3-amino-5-chloro-2-methylbenzoate (1 g, 5.02 mmol) and tetrahydropyran-4-one (2.5 g, 25 mmol) in methanol (10 mL), acetic acid (0.3 g, 5.02 mmol) was added and reaction stirred at room temperature for 3 h. Then sodium cyanoborohydride (0.63 g, 10.05 mmol) was added and reaction stirred overnight. On completion, solvent was removed under reduced pressure and crude material was purified by column chromatography to afford methyl 5-chloro-2-methyl-3-((tetrahydro-2H-py... Yield: 35.1%. The product is ClC=1C=C(C(=C(C(=O)OC)C1)C)NC1CCOCC1 (methyl 5-chloro-2-methyl-3-((tetrahydro-2H-pyran-4-yl)amino)benzoate). Run in CO (methanol). RXN SMILES: [NH2:1][C:2]1[C:3]([CH3:13])=[C:4]([CH:9]=[C:10]([Cl:12])[CH:11]=1)[C:5]([O:7][CH3:8])=[O:6].[O:14]1[CH2:19][CH2:18][C:17](=O)[CH2:16][CH2:15]1.C(O)(=O)C.C([BH3-])#N.[Na+]>CO>[Cl:12][C:10]1[CH:11]=[C:2]([NH:1][CH:17]2[CH2:18][CH2:19][O:14][CH2:15][CH2:16]2)[C:3]([CH3:13])=[C:4]([CH:9]=1)[C:5]([O:7][CH3:8])=[O:6] |f:3.4|. Conditions: time 3 hour. Starting materials: COC1=C(C(=O)NCCC2=CC=C(C=C2)C2=CC=C(C=C2)O)C=CC=C1 (4-[2-(2-methoxy-benzamido)-ethyl]-4'-hydroxy-biphenyl), BrC(C(=O)O)(C)C (2-bromo-2-methyl-propionic acid). The solvent is C(Cl)(Cl)Cl.CO (chloroform methanol). The product is CC(C(=O)O)(C)OC1=CC=C(C=C1)C1=CC=C(C=C1)CCNC(C1=C(C=CC=C1)OC)=O (2-Methyl-2-{4-[2-(2-methoxy-benzamido)-ethyl]-biphenyl-4'-oxy}-propionic acid). As a reaction SMILES: [CH3:1][O:2][C:3]1[CH:26]=[CH:25][CH:24]=[CH:23][C:4]=1[C:5]([NH:7][CH2:8][CH2:9][C:10]1[CH:15]=[CH:14][C:13]([C:16]2[CH:21]=[CH:20][C:19]([OH:22])=[CH:18][CH:17]=2)=[CH:12][CH:11]=1)=[O:6].Br[C:28]([CH3:33])([CH3:32])[C:29]([OH:31])=[O:30]>C(Cl)(Cl)Cl.CO>[CH3:32][C:28]([O:22][C:19]1[CH:20]=[CH:21][C:16]([C:13]2[CH:14]=[CH:15][C:10]([CH2:9][CH2:8][NH:7][C:5](=[O:6])[C:4]3[CH:23]=[CH:24][CH:25]=[CH:26][C:3]=3[O:2][CH3:1])=[CH:11][CH:12]=2)=[CH:17][CH:18]=1)([CH3:33])[C:29]([OH:31])=[O:30] |f:2.3|. Procedure: 0.5 gm (1.4 millimols) of 4-[2-(2-methoxy-benzamido)-ethyl]-4'-hydroxy-biphenyl were heated at 90°-130° C for 90 minutes with 0.025 gm of 2-bromo-2-methyl-propionic acid. The reaction product was isolated by chromatography on silicagel with chloroform/methanol (9:1) as the eluant. M.P. 133° C. M + H = 433;